From a dataset of the Open Reaction Database (ORD), a public repository of structured organic reaction records. describe an organic reaction: reactants, conditions, products, and yield The reactants are C(C1=CC=CC=C1)OC(=O)NC(C(=O)OCC1=CC=CC=C1)CCP(=O)(OC)OC1=CC(=CC=C1)CCC(=O)OCC1=CC=CC=C1 (benzyl 2-(N-benzyloxycarbonylamino)-4-{[3-(2-benzyloxycarbonylethyl)phenyl](methyl)phosphono}butanoate), [H][H] (hydrogen). The reagents and catalysts are [C].[Pd] (palladium-carbon). Run in solvent, CO (methanol), O (water). Yields the product NC(C(=O)O)CCP(=O)(OC)OC1=CC(=CC=C1)CCC(=O)O (2-amino-4-{[3-(2-carboxyethyl)phenyl](methyl)phosphono}butanoic acid). Isolated yield 87.2%. RXN SMILES: C(OC([NH:11][CH:12]([CH2:23][CH2:24][P:25]([O:29][C:30]1[CH:35]=[CH:34][CH:33]=[C:32]([CH2:36][CH2:37][C:38]([O:40]CC2C=CC=CC=2)=[O:39])[CH:31]=1)([O:27][CH3:28])=[O:26])[C:13]([O:15]CC1C=CC=CC=1)=[O:14])=O)C1C=CC=CC=1.[H][H]>CO.O.[C].[Pd]>[NH2:11][CH:12]([CH2:23][CH2:24][P:25]([O:29][C:30]1[CH:35]=[CH:34][CH:33]=[C:32]([CH2:36][CH2:37][C:38]([OH:40])=[O:39])[CH:31]=1)([O:27][CH3:28])=[O:26])[C:13]([OH:15])=[O:14] |f:4.5|. Reported procedure: Next, 0.68 g (1.03 mmol) of benzyl 2-(N-benzyloxycarbonylamino)-4-{[3-(2-benzyloxycarbonylethyl)phenyl](methyl)phosphono}butanoate was dissolved in 50 mL of a solvent mixture of methanol and water at 4:1 and mixed with 240 mg of 5% palladium-carbon, and hydrogen gas was introduced at room temperature for 5 hours. Thereafter, the palladium-carbon was removed by Celite filtration and the filtrate was vacuum-concentrated and the residue was freeze-dried from water to obtain 2-amino-4-{[3-(2-carboxy...